Dataset: the Open Reaction Database (ORD), a public repository of structured organic reaction records. Task: describe an organic reaction: reactants, conditions, products, and yield The reactants are COC(=O)c1ccc(OCc2c(-c3ccccc3)noc2CO)nc1, Cc1ccccc1, C1CN=C2NCCCN2C1, NCCO. Yields the product O=C(NCCO)c1ccc(OCc2c(-c3ccccc3)noc2CO)nc1. RXN SMILES: [CH3:1][O:2][C:3]([c:4]1[cH:5][n:6][c:7]([O:10][CH2:11][c:12]2[c:13](-[c:19]3[cH:20][cH:21][cH:22][cH:23][cH:24]3)[n:14][o:15][c:16]2[CH2:17][OH:18])[cH:8][cH:9]1)=[O:25].[CH3:40][c:41]1[cH:42][cH:43][cH:44][cH:45][cH:46]1.[N:30]12[CH2:31][CH2:32][CH2:33][NH:34][C:35]1=[N:36][CH2:37][CH2:38][CH2:39]2.[NH2:26][CH2:27][CH2:28][OH:29]>>[C:3]([c:4]1[cH:5][n:6][c:7]([O:10][CH2:11][c:12]2[c:13](-[c:19]3[cH:20][cH:21][cH:22][cH:23][cH:24]3)[n:14][o:15][c:16]2[CH2:17][OH:18])[cH:8][cH:9]1)(=[O:25])[NH:26][CH2:27][CH2:28][OH:29]. The reactants are C(C)(C)C=1C(=CC(=C(C1)CC(=O)OC)C)OC (methyl (5-isopropyl-4-methoxy-2-methylphenyl)acetate), [H-].[Na+] (sodium hydride), C(C)(=O)OCC (Ethyl acetate), ClCCCI (1-chloro-3-iodopropane). Solvent: CN(C=O)C (N,N-dimethylformamide), CN(C=O)C (N,N-dimethylformamide). Run at temperature 5 celsius, time 5 minute. Yields the product ClCCCC(C(=O)OC)C1=C(C=C(C(=C1)C(C)C)OC)C (methyl 5-chloro-2-(5-isopropyl-4-methoxy-2-methylphenyl)pentanoate). As a reaction SMILES: [H-].[Na+].[CH:3]([C:6]1[C:7]([O:18][CH3:19])=[CH:8][C:9]([CH3:17])=[C:10]([CH2:12][C:13]([O:15][CH3:16])=[O:14])[CH:11]=1)([CH3:5])[CH3:4].[Cl:20][CH2:21][CH2:22][CH2:23]I.C(OCC)(=O)C>CN(C)C=O>[Cl:20][CH2:21][CH2:22][CH2:23][CH:12]([C:10]1[CH:11]=[C:6]([CH:3]([CH3:5])[CH3:4])[C:7]([O:18][CH3:19])=[CH:8][C:9]=1[CH3:17])[C:13]([O:15][CH3:16])=[O:14] |f:0.1|. Reported procedure: 60% sodium hydride (928 mg) was suspended in anhydrous N,N-dimethylformamide (50 mL). A solution of methyl (5-isopropyl-4-methoxy-2-methylphenyl)acetate (5 g) in anhydrous N,N-dimethylformamide (30 mL) was added in a nitrogen atmosphere, so that the internal temperature was maintained at 4 to 6° C. After stirring at the same temperature for five minutes, 1-chloro-3-iodopropane (4.5 mL) was added so that the internal temperature was maintained at 4 to 6° C. After addition of the reagent, the mixt... Starting materials: C(C)[C@@H](C(=O)[O-])S(=O)(=NC(=O)C=1C=NC=C(C1)C#CC1=CC(=CC=C1)NC(=O)C=1OC=CC1C)C1=CC=CC=C1 ((S)-Ethyl(N-{[5-({3-[(3-methyl-2-furoyl)amino]phenyl}ethynyl)pyridin-3-yl]carbonyl}-S-phenylsulfonimidoyl)acetate), N1CC(C(=O)OCC)CCC1 (ethyl nipecotate). Yields the product CC1=C(OC=C1)C(=O)NC=1C=C(C=CC1)C#CC=1C=C(C=NC1)C(=O)N=S(=O)(C1=CC=CC=C1)CC(=O)N1C[C@H](CCC1)C(=O)OCC ((S)-Ethyl 1-[(N-{[5-({3-[(3-methyl-2-furoyl)amino]phenyl}ethynyl)pyridin-3-yl]carbonyl}-S-phenylsulfonimidoyl)acetyl]piperidine-3-carboxylate). Reaction SMILES: C([C@H:3]([S:7]([C:35]1[CH:40]=[CH:39][CH:38]=[CH:37][CH:36]=1)(=[N:9][C:10]([C:12]1[CH:13]=[N:14][CH:15]=[C:16]([C:18]#[C:19][C:20]2[CH:25]=[CH:24][CH:23]=[C:22]([NH:26][C:27]([C:29]3[O:30][CH:31]=[CH:32][C:33]=3[CH3:34])=[O:28])[CH:21]=2)[CH:17]=1)=[O:11])=[O:8])[C:4]([O-])=[O:5])C.[NH:41]1[CH2:51][CH2:50][CH2:49][CH:43]([C:44]([O:46][CH2:47][CH3:48])=[O:45])[CH2:42]1>>[CH3:34][C:33]1[CH:32]=[CH:31][O:30][C:29]=1[C:27]([NH:26][C:22]1[CH:21]=[C:20]([C:19]#[C:18][C:16]2[CH:17]=[C:12]([C:10]([N:9]=[S:7]([CH2:3][C:4]([N:41]3[CH2:51][CH2:50][CH2:49][C@H:43]([C:44]([O:46][CH2:47][CH3:48])=[O:45])[CH2:42]3)=[O:5])([C:35]3[CH:40]=[CH:39][CH:38]=[CH:37][CH:36]=3)=[O:8])=[O:11])[CH:13]=[N:14][CH:15]=2)[CH:25]=[CH:24][CH:23]=1)=[O:28]. Procedure details: In a manner similar to that described in Example 534, (S)-Ethyl(N-{[5-({3-[(3-methyl-2-furoyl)amino]phenyl}ethynyl)pyridin-3-yl]carbonyl}-S-phenylsulfonimidoyl)acetate and ethyl nipecotate were reacted to give the title compound. Starting materials: C(CCC)C=1N(C(N(N1)C1=C(C=CC=C1)C(F)(F)F)=O)CC1=CC=C(C=C1)C1=C(C=CC=C1)S(N)(=O)=O (5-n-Butyl-2,4-dihydro-4-[(2'-sulfamoylbiphenyl-4-yl)methyl]-2-[2-(trifluoromethyl)phenyl]-3H-1,2,4-triazol-3-one), [H-].[Na+] (sodium hydride), N1(CCOCC1)C(=O)Cl (4-morpholinecarbonyl chloride). The solvent is C1CCOC1 (THF). Conditions: time 4 hour. Product: C(CCC)C=1N(C(N(N1)C1=C(C=CC=C1)C(F)(F)F)=O)CC1=CC=C(C=C1)C1=C(C=CC=C1)S(NC(=O)N1CCOCC1)(=O)=O (5-n-Butyl-2,4-dihydro-4-[[2'-[N-(4-morpholinecarbonyl)sulfamoyl]biphenyl-4-yl]methyl]-2-[2-(trifluoromethyl)phenyl]-3H-1,2,4-triazol-3-one). The yield is 25.9%. As a reaction SMILES: [CH2:1]([C:5]1[N:6]([CH2:21][C:22]2[CH:27]=[CH:26][C:25]([C:28]3[CH:33]=[CH:32][CH:31]=[CH:30][C:29]=3[S:34](=[O:37])(=[O:36])[NH2:35])=[CH:24][CH:23]=2)[C:7](=[O:20])[N:8]([C:10]2[CH:15]=[CH:14][CH:13]=[CH:12][C:11]=2[C:16]([F:19])([F:18])[F:17])[N:9]=1)[CH2:2][CH2:3][CH3:4].[H-].[Na+].[N:40]1([C:46](Cl)=[O:47])[CH2:45][CH2:44][O:43][CH2:42][CH2:41]1>C1COCC1>[CH2:1]([C:5]1[N:6]([CH2:21][C:22]2[CH:27]=[CH:26][C:25]([C:28]3[CH:33]=[CH:32][CH:31]=[CH:30][C:29]=3[S:34](=[O:37])(=[O:36])[NH:35][C:46]([N:40]3[CH2:45][CH2:44][O:43][CH2:42][CH2:41]3)=[O:47])=[CH:24][CH:23]=2)[C:7](=[O:20])[N:8]([C:10]2[CH:15]=[CH:14][CH:13]=[CH:12][C:11]=2[C:16]([F:19])([F:18])[F:17])[N:9]=1)[CH2:2][CH2:3][CH3:4] |f:1.2|. Procedure details: To a solution of 51.1 mg (0.0964 mmole) of 5-n-butyl-2,4-dihydro-4-[(2'-sulfamoylbiphenyl-4-yl)methyl]- 2-[2-(trifluoromethyl)phenyl]-3H-1,2,4-triazol-3-one (from Example 16, Step C) in 0.2 ml of dry THF was added 4.6 mg (0.116 mmole) of sodium hydride (60% in oil), and the mixture was allowed to stir at room temperature under N2 for 4 hours. Next, 17 μl (21.6 mg, 0.145 mmole) of 4-morpholinecarbonyl chloride was added, and the solution was stirred under N2 at room temperature overnight. The rea... Starting materials: CC1(C(C(CC1)C)OC([C@H](NC([C@@H](NC(=O)OCC1=CC=CC=C1)C(C(O)=O)CC1=CC=CC=C1)=O)CO)=O)C (N-Cbz-β-benzyl-L-aspartyl-D-serine 2,2,5-trimethylcyclopentyl ester). Reagents/catalysts: [Pd] (Pd/C). Solvent: CO (CH3OH). Product: CC1(C(C(CC1)C)OC([C@H](NC([C@@H](N)CC(O)=O)=O)CO)=O)C (L-Aspartyl-D-serine-(2,2,5-trimethylcyclopentyl)ester). As a reaction SMILES: [CH3:1][C:2]1([CH3:40])[CH2:6][CH2:5][CH:4]([CH3:7])[CH:3]1[O:8][C:9](=[O:39])[C@@H:10]([CH2:37][OH:38])[NH:11][C:12](=[O:36])[C@H:13]([CH:25](CC1C=CC=CC=1)[C:26](=[O:28])[OH:27])[NH:14]C(OCC1C=CC=CC=1)=O>CO.[Pd]>[CH3:40][C:2]1([CH3:1])[CH2:6][CH2:5][CH:4]([CH3:7])[CH:3]1[O:8][C:9](=[O:39])[C@@H:10]([CH2:37][OH:38])[NH:11][C:12](=[O:36])[C@H:13]([CH2:25][C:26](=[O:27])[OH:28])[NH2:14]. Procedure: To a magnetically stirred solution of 0.1 mole 2,2,5-trimethylcyclopentyl-D-serinate in 100 ml dry DMF at 0° C. under an argon atmosphere is added 1 equivalent of N-Cbz-L-aspartic acid β-benzyl ester followed by addition of 1 equivalent each of Cu(II) chloride and dicyclohexylcarbodiimide. After 18 hours the mixture is poured into 200 ml 0.1N HCl and extracted with 300 ml ethyl acetate which is successively washed with saturated NaHCO3, H2O, and dried over MgSO4. Filtration and evaporation yield...